Dataset: the Open Reaction Database (ORD), a public repository of structured organic reaction records. Task: describe an organic reaction: reactants, conditions, products, and yield Starting materials: FC(C=1OC=CC(C1)=O)(F)F (2-(trifluoromethyl)-4H-pyran-4-one), [OH-].[NH4+] (ammonium hydroxide). Run in CO (MeOH). Run at temperature 90 celsius, time 10 hour. The product is FC(C1=NC=CC(=C1)O)(F)F (2-(trifluoromethyl)pyridin-4-ol). Isolated yield 80.6%. As a reaction SMILES: [F:1][C:2]([F:11])([F:10])[C:3]1O[CH:5]=[CH:6][C:7](=[O:9])[CH:8]=1.[OH-].[NH4+:13]>CO>[F:1][C:2]([F:11])([F:10])[C:3]1[CH:8]=[C:7]([OH:9])[CH:6]=[CH:5][N:13]=1 |f:1.2|. Procedure details: To a solution of 2-(trifluoromethyl)-4H-pyran-4-one (350 mg, 2.13 mmol) in MeOH (15 mL) was added ammonium hydroxide (14.8 mL, 107 mmol) at 25° C. The reaction mixture was stirred at 90° C. for 10 h, then concentrated, diluted with water and extracted with ethyl acetate. Combined organic portions were dried over Na2SO4, filtered and concentrated. Purification via Biotage Spla HPFC system (C18, mobile phase: 0.01% NH4HCO3, CH3CN/water, 10˜95%, 9.5 min, 30 mL/min) afforded the title product (280 m... The reactants are C(C)OCC (diethyl ether), C[Mg]Br (methylmagnesium bromide), C(C)OCC (diethyl ether), C1=NC(=CC=2CCCCC12)C=O (5,6,7,8,-Tetrahydroisoquinoline-3-carbaldehyde). The solvent is O1CCCC1 (tetrahydrofuran). The product is OC(C)C=1N=CC=2CCCCC2C1 (3-(1-hydroxyethyl)-5,6,7,8-tetrahydroisoquinoline). Isolated yield 99.0%. RXN SMILES: [CH:1]1[C:10]2[CH2:9][CH2:8][CH2:7][CH2:6][C:5]=2[CH:4]=[C:3]([CH:11]=[O:12])[N:2]=1.[CH3:13][Mg]Br.C(OCC)C>O1CCCC1>[OH:12][CH:11]([C:3]1[N:2]=[CH:1][C:10]2[CH2:9][CH2:8][CH2:7][CH2:6][C:5]=2[CH:4]=1)[CH3:13]. Procedure details: 5,6,7,8,-Tetrahydroisoquinoline-3-carbaldehyde (1.2 g, 7.44 mmole) is dissolved in 15 ml tetrahydrofuran at 0° C. in an oven dried 100 ml two neck round bottom flask under nitrogen. The solution is treated with methylmagnesium bromide in diethyl ether (3.7 ml, 11.2 mmole) followed by 10 ml diethyl ether. The reaction mixture is warmed to room temperature and then to reflux for 1 h. The mixture was cooled, is quenched with 20 ml 10% hydrochloric acid, and the pH is adjusted to 9 with 2N sodium hy...